This data is from the Open Reaction Database (ORD), a public repository of structured organic reaction records. The task is: describe an organic reaction: reactants, conditions, products, and yield Starting materials: ClC=1C=C2C(=NNC2=CC1)I (5-chloro-3-iodo-indazole), FC(CCI)(F)F (1,1,1-trifluoro-3-iodopropane), 10A. Yields the product ClC=1C=C2C(=NN(C2=CC1)CCC(F)(F)F)I (5-chloro-3-iodo-1-(3,3,3-trifluoropropyl)-1H-indazole). Yield: 39.0%. RXN SMILES: [Cl:1][C:2]1[CH:3]=[C:4]2[C:8](=[CH:9][CH:10]=1)[NH:7][N:6]=[C:5]2[I:11].[F:12][C:13]([F:18])([F:17])[CH2:14][CH2:15]I>>[Cl:1][C:2]1[CH:3]=[C:4]2[C:8](=[CH:9][CH:10]=1)[N:7]([CH2:15][CH2:14][C:13]([F:18])([F:17])[F:12])[N:6]=[C:5]2[I:11]. Procedure: The title compound was prepared in 39% yield from 5-chloro-3-iodo-indazole and 1,1,1-trifluoro-3-iodopropane according to the general procedure for Preparation 10A. The minor isomer was not isolated or characterized. 1H NMR (400 MHz, CDCl3): δ 2.73-2.85 (2H, m), 4.59 (2H, t, J=7.2 Hz), 7.31 (1H, d, J=9.2 Hz), 7.43 (1H, dd, J=1.6, 8.4 Hz), 7.48 (1H, d, J=1.2 Hz).